Dataset: the Open Reaction Database (ORD), a public repository of structured organic reaction records. Task: describe an organic reaction: reactants, conditions, products, and yield Reagents/catalysts: OCCCC[Sn]=O (hydroxybutyltin oxide). The solvent is O (water). RXN SMILES: N([CH2:5][CH2:6][OH:7])CCO.[CH3:8][CH2:9][CH2:10][CH2:11][O:12][P:13]([O:20][CH2:21][CH2:22][CH2:23][CH3:24])([O:15][CH2:16][CH2:17][CH2:18][CH3:19])=[O:14].[CH2:25](O)[CH2:26][OH:27].C(O)C[O:31]CCO.O[Sn](=O)CCCC>OCCCC[Sn]=O.O>[CH3:19][CH2:18][CH2:17][CH2:16][O:15][P:13]([O:12][CH2:11][CH2:10][CH2:9][CH3:8])([O:20][CH2:21][CH2:22][CH2:23][CH3:24])=[O:14].[C:26]1(=[O:27])[O:7][C:6](=[O:31])[CH:5]=[CH:25]1 |^1:47|. Reactants: CCCCOP(=O)(OCCCC)OCCCC (TBPA), C(CO)O (ethylene glycol), C(COCCO)O (diethylene glycol), O[Sn](CCCC)=O (hydroxy-butyltin oxide), N(CCO)CCO (DEA), anhydride, glycol, N(CCO)CCO (diethanolamine), anhydride. Procedure details: Using a reactor setup as described in Example 1, a TBPA, glycol, maleic anhydride product was prepared using a mole ratio of anhydride to glycol of 4:5.23, a hydroxybutyltin oxide catalyst and diethanolamine (DEA) as neutralizing agent. TBPA (1.937 moles), ethylene glycol (3.377 moles), diethylene glycol (1.69 moles), hydroxy-butyltin oxide (1.49 gms), and DEA (4.41 gms) were added to the reaction at room temperature and stirred at 400 rpm. When the temperature reached 85° C., 1.937 moles of mal... Product: CCCCOP(=O)(OCCCC)OCCCC (TBPA), glycol, C1(\C=C/C(=O)O1)=O (maleic anhydride). The reactants are C(C)(=O)[O-].[Na+] (Sodium acetate), C(=O)([O-])[O-].[K+].[K+] (K2CO3), C(C)(=O)OC=1C(=NC(=CC1)Br)C#CC1=CC=C(C=C1)F (6-bromo-2-((4-fluorophenyl)ethynyl)pyridin-3-yl acetate). The reagents and catalysts are O.O.[Cu](Cl)Cl (copper(II) chloride dihydrate), [Pd](Cl)Cl (palladium(II) chloride). The solvent is CO (MeOH), CCOC(=O)C (EtOAc). Conditions: time 8 hour. The product is BrC1=CC=C2C(=N1)C(=C(O2)C2=CC=C(C=C2)F)C(=O)OC (methyl 5-bromo-2-(4-fluorophenyl)furo[3,2-b]pyridine-3-carboxylate). Isolated yield 78.9%. RXN SMILES: [C:1]([O-])(=O)C.[Na+].[C:6]([O-:9])([O-])=[O:7].[K+].[K+].C([O:15][C:16]1[C:17]([C:23]#[C:24][C:25]2[CH:30]=[CH:29][C:28]([F:31])=[CH:27][CH:26]=2)=[N:18][C:19]([Br:22])=[CH:20][CH:21]=1)(=O)C>CO.CCOC(C)=O.O.O.[Cu](Cl)Cl.[Pd](Cl)Cl>[Br:22][C:19]1[N:18]=[C:17]2[C:23]([C:6]([O:9][CH3:1])=[O:7])=[C:24]([C:25]3[CH:30]=[CH:29][C:28]([F:31])=[CH:27][CH:26]=3)[O:15][C:16]2=[CH:21][CH:20]=1 |f:0.1,2.3.4,8.9.10|. Reported procedure: Sodium acetate (15 mg, 0.18 mmol), K2CO3 (25 mg, 0.18 mmol), copper(II) chloride dihydrate (46 mg, 0.27 mmol), palladium(II) chloride (2.0 mg, 0.012 mmol) was added to a stirring solution of 6-bromo-2-((4-fluorophenyl)ethynyl)pyridin-3-yl acetate (30 mg, 0.090 mmol) in MeOH (2 mL) at room temperature in a Parr Bomb. The vessel was charged with 300 PSI of CO (g) and allowed to stir at room temperature overnight. The mixture was diluted with EtOAc and washed with sat NaHCO3, and sat NaCl. The orga... Reactants: C(C)(C)NC1=C(CO)C=CC=C1 (2-isopropylaminobenzyl alcohol), ClC=1C(C(=C(C(C1Cl)=O)C#N)C#N)=O (2,3-dichloro-5,6-dicyano-1,4-benzoquinone). The solvent is O1CCOCC1 (dioxane). The product is C(C)(C)NC1=C(C=O)C=CC=C1 (2-isopropylaminobenzaldehyde). The yield is 80.1%. RXN SMILES: [CH:1]([NH:4][C:5]1[CH:12]=[CH:11][CH:10]=[CH:9][C:6]=1[CH2:7][OH:8])([CH3:3])[CH3:2].ClC1C(=O)C(C#N)=C(C#N)C(=O)C=1Cl>O1CCOCC1>[CH:1]([NH:4][C:5]1[CH:12]=[CH:11][CH:10]=[CH:9][C:6]=1[CH:7]=[O:8])([CH3:3])[CH3:2]. Procedure: To a solution of 9.6 g of 2-isopropylaminobenzyl alcohol in 200 ml of dioxane was added 13.2 g of 2,3-dichloro-5,6-dicyano-1,4-benzoquinone (DDQ) in several portions, followed by stirring for an hour. The solvent was evaporated, the reaction solution was concentrated, and methylene chloride was added thereto, followed by filtration. The filtrate was concentrated, and the resulting oily substance was purified by silica gel column chromatography (n-hexane:ethyl acetate=5:1) to give 7.6 g of 2-isop... The reactants are [Al+3], COc1ccc(C(=O)Cl)cc1, [Cl-], [Cl-], [Cl-], ClCCCl, Cl, c1ccc(-c2csc3ccccc23)cc1. The product is COc1ccc(C(=O)c2sc3ccccc3c2-c2ccccc2)cc1. As a reaction SMILES: [Al+3:2].[CH3:5][O:6][c:7]1[cH:8][cH:9][c:10]([C:11](=[O:12])[Cl:13])[cH:14][cH:15]1.[Cl-:1].[Cl-:3].[Cl-:4].[Cl:32][CH2:33][CH2:34][Cl:35].[ClH:31].[c:16]1(-[c:22]2[cH:23][s:24][c:25]3[c:26]2[cH:27][cH:28][cH:29][cH:30]3)[cH:17][cH:18][cH:19][cH:20][cH:21]1>>[CH3:5][O:6][c:7]1[cH:8][cH:9][c:10]([C:11](=[O:12])[c:23]2[c:22](-[c:16]3[cH:17][cH:18][cH:19][cH:20][cH:21]3)[c:26]3[c:25]([s:24]2)[cH:30][cH:29][cH:28][cH:27]3)[cH:14][cH:15]1. Yields the product C(C(C)C)NCC1=CC=C2C=C(C(NC2=C1)=O)C=1N=C(SC1)C1=CC=NC=C1 (7-(Isobutylamino-methyl)-3-(2-pyridin-4-yl-thiazol-4-yl)-1H-quinolin-2-one). Reaction SMILES: [N:1]1[CH:6]=[CH:5][C:4]([C:7]2[S:8][CH:9]=[C:10]([C:12]3[C:13](=[O:24])[NH:14][C:15]4[C:20]([CH:21]=3)=[CH:19][CH:18]=[C:17]([CH:22]=O)[CH:16]=4)[N:11]=2)=[CH:3][CH:2]=1.[CH2:25]([NH2:29])[CH:26]([CH3:28])[CH3:27]>>[CH2:25]([NH:29][CH2:22][C:17]1[CH:16]=[C:15]2[C:20]([CH:21]=[C:12]([C:10]3[N:11]=[C:7]([C:4]4[CH:5]=[CH:6][N:1]=[CH:2][CH:3]=4)[S:8][CH:9]=3)[C:13](=[O:24])[NH:14]2)=[CH:19][CH:18]=1)[CH:26]([CH3:28])[CH3:27]. Reactants: N1=CC=C(C=C1)C=1SC=C(N1)C=1C(NC2=CC(=CC=C2C1)C=O)=O (3-(2-pyridin-4-yl-thiazol-4-yl)-1H-quinolin-2-one-7-carbaldehyde), C(C(C)C)N (isobutylamine). Reported procedure: This compound was prepared according to the method described in example 8768 employing 3-(2-pyridin-4-yl-thiazol-4-yl)-1H-quinolin-2-one-7-carbaldehyde and isobutylamine to give a yellow solid. MS m/z: 391.3 (M+1). Reactants: C(CCCCCCCCCCCCCCCCC)(=O)O.N[C@@H](CCCCN)C(=O)O (Lysine stearate), O (water). The solvent is C=1(C(=CC=CC1)C)C (xylene). Product: C(CCCCCCCCCCCCCCCCC)(=O)NCCCC[C@H](N)C(=O)O (Nε-stearoyl lysine). The yield is 85.9%. Reaction SMILES: [C:1]([OH:20])(=O)[CH2:2][CH2:3][CH2:4][CH2:5][CH2:6][CH2:7][CH2:8][CH2:9][CH2:10][CH2:11][CH2:12][CH2:13][CH2:14][CH2:15][CH2:16][CH2:17][CH3:18].[NH2:21][C@H:22]([C:28]([OH:30])=[O:29])[CH2:23][CH2:24][CH2:25][CH2:26][NH2:27].O>C1(C)C(C)=CC=CC=1>[C:1]([NH:27][CH2:26][CH2:25][CH2:24][CH2:23][C@@H:22]([C:28]([OH:30])=[O:29])[NH2:21])(=[O:20])[CH2:2][CH2:3][CH2:4][CH2:5][CH2:6][CH2:7][CH2:8][CH2:9][CH2:10][CH2:11][CH2:12][CH2:13][CH2:14][CH2:15][CH2:16][CH2:17][CH3:18] |f:0.1|. Procedure details: Lysine stearate (35.0 g) was suspended in 300 ml of xylene using a 600-milliliter reaction vessel. The suspension was boiled through heating, and water formed through azeotropic distillation was removed outside the system. After it was identified that a stoichiometric amount of water was removed (reaction time 3 hours), the residue was cooled. Crystals precipitated were separated through filtration, and washed with 100 ml of a 50% ethanol solution. The crystals were recrystallized from a sulfuri... The reactants are O=C(Cl)c1cc(Cl)cc(Cl)c1, Cl, CC(C)(Oc1ccc(N)cc1)C(=O)O, [Na+], [OH-]. Product: CC(C)(Oc1ccc(NC(=O)c2cc(Cl)cc(Cl)c2)cc1)C(=O)O. As a reaction SMILES: [Cl:16][c:17]1[cH:18][c:19]([C:20](=[O:21])[Cl:22])[cH:23][c:24]([Cl:26])[cH:25]1.[ClH:15].[NH2:1][c:2]1[cH:3][cH:4][c:5]([O:6][C:7]([C:8](=[O:9])[OH:10])([CH3:11])[CH3:12])[cH:13][cH:14]1.[Na+:28].[OH-:27]>>[NH:1]([c:2]1[cH:3][cH:4][c:5]([O:6][C:7]([C:8](=[O:9])[OH:10])([CH3:11])[CH3:12])[cH:13][cH:14]1)[C:20]([c:19]1[cH:18][c:17]([Cl:16])[cH:25][c:24]([Cl:26])[cH:23]1)=[O:21].